This data is from the Open Reaction Database (ORD), a public repository of structured organic reaction records. The task is: describe an organic reaction: reactants, conditions, products, and yield The reactants are BrC1=CC=C2N1C=CN=C2 (6-bromopyrrolo[1,2-a]pyrazine), C(CS)O (2-thioethanol), ice water. The solvent is C(C)#N (acetonitrile). The product is OCCSC1=CC=C2N1C=CN=C2 (6-(2-hydroxyethylthio)pyrrolo[1,2-a]pyrazine). As a reaction SMILES: Br[C:2]1[N:6]2[CH:7]=[CH:8][N:9]=[CH:10][C:5]2=[CH:4][CH:3]=1.[CH2:11]([OH:14])[CH2:12][SH:13]>C(#N)C>[OH:14][CH2:11][CH2:12][S:13][C:2]1[N:6]2[CH:7]=[CH:8][N:9]=[CH:10][C:5]2=[CH:4][CH:3]=1. Procedure details: 2.5 g of 6-bromopyrrolo[1,2-a]pyrazine prepared in Preparation Example 7 was dissolved in 30 ml of acetonitrile; and 1 ml of 2-thioethanol was added thereto. The reaction mixture was refluxed for 12 hours, cooled to room temperature, poured into ice-water and then extracted with ethyl acetate (50 ml×3). The organic layer was concentrated to dryness under a reduced pressure. The residue was chromatographed over silica gel to obtain 1 g of title compound. The reactants are CC(C)C[Al+]CC(C)C, CO, Cl, CCOC(=O)C(=CF)CCc1ccc(F)cc1, [H-], O. Product: OCC(=CF)CCc1ccc(F)cc1. Reaction SMILES: [CH2:2]([Al+:3][CH2:4][CH:5]([CH3:6])[CH3:7])[CH:8]([CH3:9])[CH3:10].[CH3:28][OH:29].[ClH:30].[F:11][CH:12]=[C:13]([C:14](=[O:15])[O:16][CH2:17][CH3:18])[CH2:19][CH2:20][c:21]1[cH:22][cH:23][c:24]([F:27])[cH:25][cH:26]1.[H-:1].[OH2:31]>>[F:11][CH:12]=[C:13]([CH2:14][OH:15])[CH2:19][CH2:20][c:21]1[cH:22][cH:23][c:24]([F:27])[cH:25][cH:26]1. The reactants are BrC1=CC=C(C(=O)[C@@H]2[C@@H](CCCC2)C(=O)OC)C=C1 (Methyl cis-2-(4-bromobenzoyl)cyclohexanecarboxylate), NC1=CC=C(C=C1)B(O)O (4-amino phenyl boronic acid), ClCCl (dichloromethane), C(=O)([O-])[O-].[Na+].[Na+] (Na2CO3). Reagents/catalysts: C1=CC=C(C=C1)P([C-]2C=CC=C2)C3=CC=CC=C3.C1=CC=C(C=C1)P([C-]2C=CC=C2)C3=CC=CC=C3.Cl[Pd]Cl.[Fe+2] ([1,1′-bis(diphenylphosphino)-ferrocene]dichloro palladium(II)). Run in CCOC(=O)C (EtOAc), CCO (EtOH), C1(=CC=CC=C1)C (Toluene). Reaction conditions: temperature 85 celsius. The product is NC1=CC=C(C=C1)C1=CC=C(C=C1)C(=O)[C@@H]1[C@@H](CCCC1)C(=O)OC (methyl cis-2-[(4′-amino-1,1′-biphenyl-4-yl)carbonyl]cyclohexanecarboxylate). RXN SMILES: Br[C:2]1[CH:19]=[CH:18][C:5]([C:6]([C@H:8]2[CH2:13][CH2:12][CH2:11][CH2:10][C@H:9]2[C:14]([O:16][CH3:17])=[O:15])=[O:7])=[CH:4][CH:3]=1.[NH2:20][C:21]1[CH:26]=[CH:25][C:24](B(O)O)=[CH:23][CH:22]=1.C([O-])([O-])=O.[Na+].[Na+].ClCCl>CCOC(C)=O.C1C=CC(P(C2C=CC=CC=2)[C-]2C=CC=C2)=CC=1.C1C=CC(P(C2C=CC=CC=2)[C-]2C=CC=C2)=CC=1.Cl[Pd]Cl.[Fe+2].CCO.C1(C)C=CC=CC=1>[NH2:20][C:21]1[CH:26]=[CH:25][C:24]([C:2]2[CH:19]=[CH:18][C:5]([C:6]([C@H:8]3[CH2:13][CH2:12][CH2:11][CH2:10][C@H:9]3[C:14]([O:16][CH3:17])=[O:15])=[O:7])=[CH:4][CH:3]=2)=[CH:23][CH:22]=1 |f:2.3.4,7.8.9.10|. Procedure details: Methyl cis-2-(4-bromobenzoyl)cyclohexanecarboxylate (1.76 g, 5.41 mmol) and 4-amino phenyl boronic acid (1.13 g, 6.49 mmol) were added to a clean dry flask under argon. Toluene (50 mL), EtOH (20 mL), and 3 M aqueous Na2CO3 (14 mL, 43 mmol) were added, and resulting solution was degassed for 30 minutes by using a flow of argon. Then [1,1′-bis(diphenylphosphino)-ferrocene]dichloro palladium(II), 1:1 complex with dichloromethane (442 mg, 0.54 mmol) was added and the resulting mixture was heated at ... The reactants are FC(C1=NC(=NC=C1)N1C[C@@H]2CCNC[C@H]12)(F)F ((1R,6S)-8-(4-(Trifluoromethyl)pyrimidin-2-yl)-3,8-diazabicyclo[4.2.0]octane), CCN(C(C)C)C(C)C (DIPEA), C(C)#N (ACN), ClC1=NC=CC(=N1)C(F)(F)F (2-chloro-4-(trifluoromethyl)pyrimidine), C(=O)([O-])[O-].[K+].[K+] (K2CO3). The solvent is CN(C)C=O (DMF). Product: [C@@H]12CNCC[C@H]2CN1C=1OC2=C(N1)C=C(C=C2)Cl (2-((1R,6S)-3,8-Diazabicyclo[4.2.0]octan-8-yl)-5-chlorobenzo[d]oxazole). Reaction SMILES: F[C:2](F)(F)[C:3]1[CH:8]=[CH:7][N:6]=[C:5]([N:9]2[C@@H:16]3[C@@H:11]([CH2:12][CH2:13]N[CH2:15]3)C2)N=1.[Cl:19][C:20]1N=C(C(F)(F)F)C=CN=1.C([O-])([O-])=[O:31].[K+].[K+].CCN(C(C)C)C(C)C.[C:45](#[N:47])[CH3:46]>CN(C=O)C>[C@@H:46]12[N:6]([C:5]3[O:31][C:11]4[CH:12]=[CH:13][C:20]([Cl:19])=[CH:15][C:16]=4[N:9]=3)[CH2:7][C@@H:8]1[CH2:3][CH2:2][NH:47][CH2:45]2 |f:2.3.4|. Procedure details: The title compound was prepared in a manner analogous to Intermediate 27, substituting 2,5-dichlorobenzo[d]oxazole for 2-chloro-4-(trifluoromethyl)pyrimidine. In addition, DMF and K2CO3 at 95° C. was substituted for DIPEA and ACN. Reactants: C(C1=CC=CC=C1)N1S(=O)(=O)C2=C(C(=CC(=C2C1=O)OCC)CC=C)OC (2-benzyl-4-ethoxy-6-allyl-7-methoxysaccharin), C(=O)[O-].[NH4+] (ammonium formate). Reagents/catalysts: [Pd] (palladium on carbon). Run in CO (methanol). Product: [NH4+].C(C)OC1=C2C(NS(=O)(=O)C2=C(C(=C1)CCC)OC)=O (4-ethoxy-6-propyl-7-methoxysaccharin ammonium salt). Isolated yield 201.6%. Reaction SMILES: C([N:8]1[C:18](=[O:19])[C:17]2[C:12](=[C:13]([O:26][CH3:27])[C:14]([CH2:23][CH:24]=[CH2:25])=[CH:15][C:16]=2[O:20][CH2:21][CH3:22])[S:9]1(=[O:11])=[O:10])C1C=CC=CC=1.C([O-])=O.[NH4+]>[Pd].CO>[NH4+:8].[CH2:21]([O:20][C:16]1[CH:15]=[C:14]([CH2:23][CH2:24][CH3:25])[C:13]([O:26][CH3:27])=[C:12]2[C:17]=1[C:18](=[O:19])[NH:8][S:9]2(=[O:10])=[O:11])[CH3:22] |f:1.2,5.6|. Procedure details: By the method of part D of Example 45 2-benzyl-4-ethoxy-6-allyl-7-methoxysaccharin (2.35 g) was simultaneously debenzylated and hydrogenated with ammonium formate (1.51 g) and palladium on carbon (10%, 1.25 g) in methanol (70-100 mL) affording 4-ethoxy-6-propyl-7-methoxysaccharin ammonium salt (1.94 g), phenylthiomethylation of which with chloromethyl phenyl sulfide (0.95 g) in dimethylformamide and purification of the product (a yellow oil, 2.67 g) by column chromatography on silica gel using d... The product is CCCCCCCc1ccccc1Br. As a reaction SMILES: [Br:1][c:2]1[c:3]([CH:8]([CH2:9][CH2:10][CH2:11][CH2:12][CH2:13][CH3:14])[OH:15])[cH:4][cH:5][cH:6][cH:7]1.[CH2:23]([SiH:24]([CH2:25][CH3:26])[CH2:27][CH3:28])[CH3:29].[Cl:30][CH2:31][Cl:32].[OH:16][C:17]([C:18]([F:19])([F:20])[F:21])=[O:22]>>[Br:1][c:2]1[c:3]([CH2:8][CH2:9][CH2:10][CH2:11][CH2:12][CH2:13][CH3:14])[cH:4][cH:5][cH:6][cH:7]1. The reactants are CCCCCCC(O)c1ccccc1Br, CC[SiH](CC)CC, ClCCl, O=C(O)C(F)(F)F. The reactants are ClC1=C(N)C=CC=C1 (o-chloroaniline), CC(C=CC)=O (3-penten-2-one), [OH-].[Na+] (sodium hydroxide). Run in Cl (hydrochloric acid). Yields the product ClC=1C=CC=C2C(=CC(=NC12)C)C (8-chloro-2,4-dimethylquinoline). Isolated yield 42.0%. RXN SMILES: [Cl:1][C:2]1[CH:8]=[CH:7][CH:6]=[CH:5][C:3]=1[NH2:4].[CH3:9][C:10](=O)[CH:11]=[CH:12][CH3:13].[OH-].[Na+]>Cl>[Cl:1][C:2]1[CH:8]=[CH:7][CH:6]=[C:5]2[C:3]=1[N:4]=[C:12]([CH3:13])[CH:11]=[C:10]2[CH3:9] |f:2.3|. Procedure: To 4.0 g (0.03 mol) of o-chloroaniline in 50 ml of hydrochloric acid at 100° C. was added dropwise 3.4 g (0.04 mol) of 3-penten-2-one. The mixture was refluxed for 12 hours, then neutralised with 5N sodium hydroxide and extracted with dichloromethane. The organic extract was dried and concentrated to an oil. This was purified on a silica gel column to give 2.54 g (42% of the title product; m.p. 66°-68° C. Anal. Calcd. for C11H10NCl: C, 68.94; H, 5.26; N, 7.31; Cl, 18.50. Found C, 68.87; H, 5.27;... Starting materials: FC1=CC=CC=2C(=CSC21)C=O (7-fluorobenzothiophene-3-carboxaldehyde), O (water), S(=O)(=O)(N)N (sulfamide), [BH4-].[Na+] (sodium borohydride). The solvent is C(C)O (ethanol). Reaction conditions: time 2 hour. Product: FC1=CC=CC2=C1SC=C2CNS(=O)(=O)N (N-[(7-fluorobenzo[b]thien-3-yl)methyl]-sulfamide). RXN SMILES: [F:1][C:2]1[C:10]2[S:9][CH:8]=[C:7]([CH:11]=O)[C:6]=2[CH:5]=[CH:4][CH:3]=1.[S:13]([NH2:17])([NH2:16])(=[O:15])=[O:14].[BH4-].[Na+].O>C(O)C>[F:1][C:2]1[C:10]2[S:9][CH:8]=[C:7]([CH2:11][NH:16][S:13]([NH2:17])(=[O:15])=[O:14])[C:6]=2[CH:5]=[CH:4][CH:3]=1 |f:2.3|. Procedure: 2-Fluorothiophenol (4.14 g, 32.6 mmol) was dissolved in anhydrous THF (100 mL). Potassium tert-butoxide (1.0 M in THF, 35.8 mL) was added and the suspension was stirred at room temperature for 15 minutes. 2-Chloroacetaldehyde dimethyl acetal was added and the mixture was stirred for 3 days. Water (100 mL) was added and the solution was extracted with diethyl ether (3×100 mL). The extracts were concentrated to a yellow oil and chromatographed (5 to 20% ethyl acetate in hexane) to yield 1-(2,2-dim... The reactants are P(=O)(Cl)(Cl)Cl (phosphorus oxychloride), [Na][Na] (disodium), C(#N)C1=C(C(NC1=C(C#N)C#N)=O)O (4-cyano-5-dicyanomethylidene-3-hydroxy-2-oxo-2,5-dihydropyrrole), C(CCC)N(C1=CC=CC=C1)C(CCCCC)C (N-n-butyl-N-(1-methylhexyl)aniline), C(C)(=O)OC(C)=O (acetic anhydride). Run in CC(=O)C (acetone), O (water), CN(C=O)C (N,N-dimethylformamide). Conditions: time 20 hour. Product: C(CCC)N(C(CCCCC)C)C1=CC=C(C=C1)C=1C(NC(C1C#N)=C(C#N)C#N)=O (3-(4-(N-butyl-N-(1-methylhexyl)amino)phenyl)-4-cyano-5-dicyanomethylidene-2-oxo-2,5-dihydropyrrole). The yield is 65.0%. RXN SMILES: [Na][Na].[C:3]([C:5]1[C:9](=[C:10]([C:13]#[N:14])[C:11]#[N:12])[NH:8][C:7](=[O:15])[C:6]=1O)#[N:4].[CH2:17]([N:21]([CH:28]([CH3:34])[CH2:29][CH2:30][CH2:31][CH2:32][CH3:33])[C:22]1[CH:27]=[CH:26][CH:25]=[CH:24][CH:23]=1)[CH2:18][CH2:19][CH3:20].C(OC(=O)C)(=O)C.P(Cl)(Cl)(Cl)=O>CC(C)=O.O.CN(C)C=O>[CH2:17]([N:21]([C:22]1[CH:23]=[CH:24][C:25]([C:6]2[C:7](=[O:15])[NH:8][C:9](=[C:10]([C:13]#[N:14])[C:11]#[N:12])[C:5]=2[C:3]#[N:4])=[CH:26][CH:27]=1)[CH:28]([CH3:34])[CH2:29][CH2:30][CH2:31][CH2:32][CH3:33])[CH2:18][CH2:19][CH3:20]. Procedure: A stirred mixture of the disodium salt of 4-cyano-5-dicyanomethylidene-3-hydroxy-2-oxo-2,5-dihydropyrrole (23 parts). and dry N,N-dimethylformamide (180 parts) was cooled to -5° C. to -10° C. and N-n-butyl-N-(1-methylhexyl)aniline containing acetic anhydride (27%, 37 parts) was added followed by the dropwise addition of phosphorus oxychloride (26 parts) whilst maintaining the temperature at less than -5° C. The mixture was allowed to warm to room temperature and stirred for 20 hours. The reactio...